This data is from the Open Reaction Database (ORD), a public repository of structured organic reaction records. The task is: describe an organic reaction: reactants, conditions, products, and yield The reactants are CC#N, ClCc1ccc(CCc2cccc3cncn23)cc1, N#C[K]. The product is N#CCc1ccc(CCc2cccc3cncn23)cc1. Reaction SMILES: [CH3:23][C:24]#[N:25].[Cl:4][CH2:5][c:6]1[cH:7][cH:8][c:9]([CH2:10][CH2:11][c:12]2[cH:13][cH:14][cH:15][c:16]3[n:17]2[cH:18][n:19][cH:20]3)[cH:21][cH:22]1.[K:1][C:2]#[N:3]>>[C:2](#[N:3])[CH2:5][c:6]1[cH:7][cH:8][c:9]([CH2:10][CH2:11][c:12]2[cH:13][cH:14][cH:15][c:16]3[n:17]2[cH:18][n:19][cH:20]3)[cH:21][cH:22]1. Starting materials: IC1=CC=C(C=C1)C(NS(=O)C(C)(C)C)C1=NC=CC=C1C(F)(F)F (N-((4-iodophenyl)(3-(trifluoromethyl)pyridin-2-yl)methyl)-2-methylpropane-2-sulfinamide), Cl (HCl). Solvent: CO (MeOH). Run at time 18 hour. The product is IC1=CC=C(C=C1)C(N)C1=NC=CC=C1C(F)(F)F ((4-iodophenyl)(3-(trifluoromethyl)-pyridin-2-yl)methanamine). RXN SMILES: [I:1][C:2]1[CH:7]=[CH:6][C:5]([CH:8]([C:16]2[C:21]([C:22]([F:25])([F:24])[F:23])=[CH:20][CH:19]=[CH:18][N:17]=2)[NH:9]S(C(C)(C)C)=O)=[CH:4][CH:3]=1.Cl>CO>[I:1][C:2]1[CH:3]=[CH:4][C:5]([CH:8]([C:16]2[C:21]([C:22]([F:25])([F:23])[F:24])=[CH:20][CH:19]=[CH:18][N:17]=2)[NH2:9])=[CH:6][CH:7]=1. Procedure details: To a solution of N-((4-iodophenyl)(3-(trifluoromethyl)pyridin-2-yl)methyl)-2-methylpropane-2-sulfinamide in MeOH (5 mL) was added HCl (2.0 mL, 8.0 mmol) (4.0 M in 1,4-dioxane). The reaction was stirred at rt under N2 for 18 h. The reaction was then concentrated, and the residue was purified by reverse-phase preparative HPLC (Shimadzu) on a Phenomenex Gemini™ column (5 micron, C18, 110 Å, Axia, 100×30 mm) eluting at 45 mL/min with a linear gradient of 10% to 100% MeCN (0.1% TFA) in H2O (0.1% TFA)... Reactants: amine, C(C1=CC=CC=C1)O (benzyl alcohol), O([K])C#N (KOCN), BrC1=CC(=C(CBr)C=C1)F (4-bromo-2-fluorobenzyl bromide). Run in CN(C)C=O (DMF). Run at temperature 110 celsius. The product is BrC1=CC(=C(CNC(OCC2=CC=CC=C2)=O)C=C1)F (O-benzyl N-(4-bromo-2-fluorobenzyl)carbamate). RXN SMILES: [CH2:1]([OH:8])[C:2]1[CH:7]=[CH:6][CH:5]=[CH:4][CH:3]=1.[O:9]([C:11]#[N:12])[K].[Br:13][C:14]1[CH:21]=[CH:20][C:17]([CH2:18]Br)=[C:16]([F:22])[CH:15]=1>CN(C=O)C>[Br:13][C:14]1[CH:21]=[CH:20][C:17]([CH2:18][NH:12][C:11](=[O:9])[O:8][CH2:1][C:2]2[CH:7]=[CH:6][CH:5]=[CH:4][CH:3]=2)=[C:16]([F:22])[CH:15]=1. Procedure details: Anhydrous and amine-free DMF (180 ml) and benzyl alcohol (28 ml) and KOCN (0.247 mol, 20 g) are charged into a 500 ml 2-neck round bottom flask having a reflux condenser and drying tube. A solution of 4-bromo-2-fluorobenzyl bromide (0.075 mol, 20 g) in DMF (20 ml) is added rapidly (in the course of 1 min) at room temperature to the stirred reaction mixture by means of a dropping funnel. The resulting suspension is subsequently heated with stirring to approximately 110° C. and further stirred at ... Reactants: C(#N)C1=CC=C(C=C1)C1=CC(=NO1)C1=CC=2C(CCC(C2C=C1)(C)C)(C)C (5-(4-cyanophenyl)-3-(5,6,7,8-tetrahydro-5,5,8,8-tetramethyl-2-naphthalenyl)-isoxazole), [H-].[Al+3].[Li+].[H-].[H-].[H-] (lithium aluminum hydride), O (water). Run in CCOCC (ether). Product: NCC1=CC=C(C=C1)C1=CC(=NO1)C1=CC=2C(CCC(C2C=C1)(C)C)(C)C (5-(4-(Aminomethyl)-phenyl)-3-(5,6,7,8-tetrahydro-5,5,8,8-tetramethyl-2-naphthalenyl)-isoxazole). RXN SMILES: [C:1]([C:3]1[CH:8]=[CH:7][C:6]([C:9]2[O:13][N:12]=[C:11]([C:14]3[CH:23]=[CH:22][C:21]4[C:20]([CH3:25])([CH3:24])[CH2:19][CH2:18][C:17]([CH3:27])([CH3:26])[C:16]=4[CH:15]=3)[CH:10]=2)=[CH:5][CH:4]=1)#[N:2].[H-].[Al+3].[Li+].[H-].[H-].[H-].O>CCOCC>[NH2:2][CH2:1][C:3]1[CH:4]=[CH:5][C:6]([C:9]2[O:13][N:12]=[C:11]([C:14]3[CH:23]=[CH:22][C:21]4[C:20]([CH3:25])([CH3:24])[CH2:19][CH2:18][C:17]([CH3:27])([CH3:26])[C:16]=4[CH:15]=3)[CH:10]=2)=[CH:7][CH:8]=1 |f:1.2.3.4.5.6|. Procedure details: 0.95 g (2.7 millimoles) of 5-(4-cyanophenyl)-3-(5,6,7,8-tetrahydro-5,5,8,8-tetramethyl-2-naphthalenyl)-isoxazole (Example 19) were added a little at a time, at room temperature, to a suspension of 0.28 g (7.4 millimoles) of lithium aluminum hydride in 30 ml of dry ether. The mixture was then refluxed for 3 hours and cooled, after which hydrolysis was carried out carefully with water, the phases were separated, the aqueous phase was extracted again with ether and the combined organic extracts wer... The reactants are C(C)(C)(C)OC(=O)N1C=NC=C1CC(NC(CCNC(=O)OC(C)(C)C)=O)C(=O)SCC(C(=O)OC)NC(C)=O (5-[2-(2-Acetylamino-2-methoxycarbonyl-ethylsulfanylcarbonyl)-2-(3-tert-butoxycarbonylamino-propionylamino)-ethyl]-imidazole-1-carboxylic acid tert-butyl ester), Cl (HCl). Solvent: O1CCOCC1 (dioxane), O1CCOCC1 (dioxane). Conditions: time 2 hour. Yields the product Cl.Cl.C(C)(=O)N[C@H](C(=O)OC)CSC([C@H](CC1=CN=CN1)NC(CCN)=O)=O ((R)-methyl 2-acetamido-3-(((S)-2-(3-aminopropanamido)-3-(1H-imidazol-5-yl)propanoyl)thio)propanoate dihydrochloride). Reaction SMILES: C(OC([N:8]1[C:12]([CH2:13][CH:14]([C:28]([S:30][CH2:31][CH:32]([NH:37][C:38](=[O:40])[CH3:39])[C:33]([O:35][CH3:36])=[O:34])=[O:29])[NH:15][C:16](=[O:27])[CH2:17][CH2:18][NH:19]C(OC(C)(C)C)=O)=[CH:11][N:10]=[CH:9]1)=O)(C)(C)C.[ClH:41]>O1CCOCC1>[ClH:41].[ClH:41].[C:38]([NH:37][C@@H:32]([CH2:31][S:30][C:28](=[O:29])[C@@H:14]([NH:15][C:16](=[O:27])[CH2:17][CH2:18][NH2:19])[CH2:13][C:12]1[NH:8][CH:9]=[N:10][CH:11]=1)[C:33]([O:35][CH3:36])=[O:34])(=[O:40])[CH3:39] |f:3.4.5|. Procedure details: 5-[2-(2-Acetylamino-2-methoxycarbonyl-ethylsulfanylcarbonyl)-2-(3-tert-butoxycarbonylamino-propionylamino)-ethyl]-imidazole-1-carboxylic acid tert-butyl ester (46a, 0.1028 g, 0.175 mmol) in dry dioxane (2 mL) was added dropwise to 4N HCl in dioxane (5.0 mL, 114 mmol) and the mixture was stirred about 2 hours at room temperature. The reaction mixture was concentrated to dryness and residual volatiles removed in high vacuum. The product was obtained as a white solid. MS: (M+1)+=386.1. 1H NMR (DMSO...